describe an organic reaction: reactants, conditions, products, and yield From a dataset of the Open Reaction Database (ORD), a public repository of structured organic reaction records. Starting materials: COC(=O)C=P(c1ccccc1)(c1ccccc1)c1ccccc1, Cc1ccccc1, COC(=O)CC(=O)CC(=O)OC. The product is COC(=O)C=C(CC(=O)OC)CC(=O)OC. RXN SMILES: [C:1](=[O:2])([O:3][CH3:4])[CH:5]=[P:6]([c:7]1[cH:8][cH:9][cH:10][cH:11][cH:12]1)([c:13]1[cH:14][cH:15][cH:16][cH:17][cH:18]1)[c:19]1[cH:20][cH:21][cH:22][cH:23][cH:24]1.[CH3:37][c:38]1[cH:39][cH:40][cH:41][cH:42][cH:43]1.[O:25]=[C:26]([CH2:27][C:28](=[O:29])[O:30][CH3:31])[CH2:32][C:33](=[O:34])[O:35][CH3:36]>>[C:1](=[O:2])([O:3][CH3:4])[CH:5]=[C:26]([CH2:27][C:28](=[O:29])[O:30][CH3:31])[CH2:32][C:33](=[O:34])[O:35][CH3:36]. Reactants: CN1C(C=C(C=C1)C=1CCN(CC1)C(=O)OC(C)(C)C)=O (tert-Butyl 1′-methyl-2′-oxo-1′,2′,3,6-tetrahydro-4,4′-bipyridine-1(2H)-carboxylate), Cl (hydrogen chloride), O1CCOCC1 (1,4-dioxane). The solvent is CCOC(=O)C (AcOEt). The product is Cl.CN1C(C=C(C=C1)C=1CCNCC1)=O (1-methyl-4-(1,2,3,6-tetrahydropyridin-4-yl)pyridin-2(1H)-one hydrochloride), Cl (HCl). Reaction SMILES: [CH3:1][N:2]1[CH:7]=[CH:6][C:5]([C:8]2[CH2:9][CH2:10][N:11](C(OC(C)(C)C)=O)[CH2:12][CH:13]=2)=[CH:4][C:3]1=[O:21].[ClH:22].O1CCOCC1>CCOC(C)=O>[ClH:22].[CH3:1][N:2]1[CH:7]=[CH:6][C:5]([C:8]2[CH2:9][CH2:10][NH:11][CH2:12][CH:13]=2)=[CH:4][C:3]1=[O:21].[ClH:22] |f:4.5|. Procedure: A solution of tert-Butyl 1′-methyl-2′-oxo-1′,2′,3,6-tetrahydro-4,4′-bipyridine-1(2H)-carboxylate (100 mg, 0.3 mmol) in AcOEt (2 mL) was treated with 4 M of hydrogen chloride in 1,4-dioxane (0.1722 mL, 0.6888 mmol). The mixture was stirred at r.t. 2 h., and concentrated under reduced pressure to afford the desired compound as HCl salt which was directly used in the next step reaction without further purification. LCMS (M+H)+: m/z=191.1. Reactants: FC1=CC=C(C=C1)C1=C2C(CC3(CCC3)OC2=CC(=C1C=O)C(C)C)=O (5-(4-Fluorophenyl)-7-isopropyl-4-oxo-3,4-dihydrospiro[chromen-2,1′-cyclobutane]-6-carbaldehyde), C([O-])(O)=O.[Na+] (sodium bicarbonate), solution, FC(C1=CC=C(C=C1)[Mg]Br)(F)F ([4-(trifluoromethyl)phenyl]magnesium bromide). Solvent: O (water), O1CCCC1 (tetrahydrofuran), O1CCCC1 (tetrahydrofuran). Run at temperature -78 celsius, time 30 minute. Product: FC1=CC=C(C=C1)C1=C2C(CC3(CCC3)OC2=CC(=C1C(C1=CC=C(C=C1)C(F)(F)F)O)C(C)C)=O (5-(4-Fluorophenyl)-6-{hydroxy[4-(trifluoromethyl)phenyl]methyl}-7-isopropylspiro[chromen-2,1′-cyclobutan]-4(3H)-one). As a reaction SMILES: [F:1][C:2]1[CH:7]=[CH:6][C:5]([C:8]2[C:20]([CH:21]=[O:22])=[C:19]([CH:23]([CH3:25])[CH3:24])[CH:18]=[C:17]3[C:9]=2[C:10](=[O:26])[CH2:11][C:12]2([O:16]3)[CH2:15][CH2:14][CH2:13]2)=[CH:4][CH:3]=1.[F:27][C:28]([F:38])([F:37])[C:29]1[CH:34]=[CH:33][C:32]([Mg]Br)=[CH:31][CH:30]=1.C(=O)(O)[O-].[Na+]>O1CCCC1.O>[F:1][C:2]1[CH:7]=[CH:6][C:5]([C:8]2[C:20]([CH:21]([OH:22])[C:32]3[CH:33]=[CH:34][C:29]([C:28]([F:38])([F:37])[F:27])=[CH:30][CH:31]=3)=[C:19]([CH:23]([CH3:24])[CH3:25])[CH:18]=[C:17]3[C:9]=2[C:10](=[O:26])[CH2:11][C:12]2([O:16]3)[CH2:15][CH2:14][CH2:13]2)=[CH:4][CH:3]=1 |f:2.3|. Reported procedure: Under argon, 0.70 g (1.99 mmol) of 5-(4-fluorophenyl)-7-isopropyl-4-oxo-3,4-dihydrospiro-[chromen-2,1′-cyclobutane]-6-carbaldehyde (Example 51A) is suspended in 30 ml of tetrahydrofuran and cooled to −78° C. 5.25 ml (2.62 mmol) of a freshly prepared 0.5 M solution of [4-(trifluoromethyl)phenyl]magnesium bromide in tetrahydrofuran are added slowly. The mixture is stirred briefly at −78° C. and then warmed to 0° C. After about 30 min, the mixture is hydrolyzed with sodium bicarbonate solution, dil... The reactants are NCC[C@@H](C(=O)O)O ((2S)-4-amino-2-hydroxybutyric acid), [N+](=O)([O-])C1=CC=C(COC(=O)Cl)C=C1 (p-nitrobenzyloxycarbonyl chloride). Run in [OH-].[Na+] (sodium hydroxide), CCOCC (ether), [OH-].[Na+] (sodium hydroxide). Run at time 2 hour. The product is [N+](=O)([O-])C1=CC=C(COC(=O)NCC[C@@H](C(=O)O)O)C=C1 ((2S)-4-(p-nitrobenzyloxycarbonyl) amino-2-hydroxybutyric acid). Reaction SMILES: [NH2:1][CH2:2][CH2:3][C@H:4]([OH:8])[C:5]([OH:7])=[O:6].[N+:9]([C:12]1[CH:22]=[CH:21][C:15]([CH2:16][O:17][C:18](Cl)=[O:19])=[CH:14][CH:13]=1)([O-:11])=[O:10]>[OH-].[Na+].CCOCC>[N+:9]([C:12]1[CH:13]=[CH:14][C:15]([CH2:16][O:17][C:18]([NH:1][CH2:2][CH2:3][C@H:4]([OH:8])[C:5]([OH:7])=[O:6])=[O:19])=[CH:21][CH:22]=1)([O-:11])=[O:10] |f:2.3|. Procedure details: A 2.82 g portion of (2S)-4-amino-2-hydroxybutyric acid was dissolved in 15 ml of 2N sodium hydroxide, and to the solution cooled on an ice bath were simultaneously added dropwise 6.13 g of p-nitrobenzyloxycarbonyl chloride dissolved in ether and 7.5 ml of 4N sodium hydroxide. After 2 hours of stirring at the same temperature, the solution was washed with ether, an aqueous layer was adjusted to acidic with concentrated hydrochloric acid, and a precipitated solid material was collected by filtrati...